Task: describe an organic reaction: reactants, conditions, products, and yield. Dataset: the Open Reaction Database (ORD), a public repository of structured organic reaction records The product is Cc1c(CN(C)CC(O)c2cnccn2)sc2c(=O)c(C(=O)NCc3ccc(F)cc3)cn(C)c12. Reactants: CNCC(O)c1cnccn1, CCN(C(C)C)C(C)C, Cc1c(CCl)sc2c(=O)c(C(=O)NCc3ccc(F)cc3)cn(C)c12, CN(C)C=O, O. RXN SMILES: [CH3:26][NH:27][CH2:28][CH:29]([OH:30])[c:31]1[n:32][cH:33][cH:34][n:35][cH:36]1.[CH:37]([N:38]([CH:39]([CH3:40])[CH3:41])[CH2:42][CH3:43])([CH3:44])[CH3:45].[F:1][c:2]1[cH:3][cH:4][c:5]([CH2:6][NH:7][C:8](=[O:9])[c:10]2[c:11](=[O:23])[c:12]3[c:13]([n:14]([CH3:16])[cH:15]2)[c:17]([CH3:22])[c:18]([CH2:20][Cl:21])[s:19]3)[cH:24][cH:25]1.[O:46]=[CH:47][N:48]([CH3:49])[CH3:50].[OH2:51]>>[F:1][c:2]1[cH:3][cH:4][c:5]([CH2:6][NH:7][C:8](=[O:9])[c:10]2[c:11](=[O:23])[c:12]3[c:13]([n:14]([CH3:16])[cH:15]2)[c:17]([CH3:22])[c:18]([CH2:20][N:27]([CH3:26])[CH2:28][CH:29]([OH:30])[c:31]2[n:32][cH:33][cH:34][n:35][cH:36]2)[s:19]3)[cH:24][cH:25]1. Product: NC1=NC=2C=CC=CC2C2=C1N=C(N2CCC(=O)N)COCC (3-[4-amino-2-(ethoxymethyl)-1H-imidazo[4,5-c]quinolin-1-yl]propanamide). Reaction conditions: time 2 hour. Reaction SMILES: [CH2:1]([O:3][CH2:4][C:5]1[N:6]([CH2:18][CH2:19][C:20]([NH2:22])=[O:21])[C:7]2[C:16]3[CH:15]=[CH:14][CH:13]=[CH:12][C:11]=3[N:10]=[CH:9][C:8]=2[N:17]=1)[CH3:2].C1C=C(Cl)C=C(C(OO)=O)C=1.C1(C)C=CC(S(Cl)(=O)=O)=CC=1.[OH-].[Na+].C(=O)(O)[O-].[Na+].[OH-].[NH4+:53]>>[NH2:53][C:9]1[C:8]2[N:17]=[C:5]([CH2:4][O:3][CH2:1][CH3:2])[N:6]([CH2:18][CH2:19][C:20]([NH2:22])=[O:21])[C:7]=2[C:16]2[CH:15]=[CH:14][CH:13]=[CH:12][C:11]=2[N:10]=1 |f:3.4,5.6,7.8|. Procedure details: 3-[2-(Ethoxymethyl)-1H-imidazo[4,5-c]quinolin-1-yl]propanamide (2.4 g, 8.1 mmol) was treated with mCPBA (3.24 g, 14.1 mmol) followed by ammonium hydroxide (40 mL) and p-toluenesulfonyl chloride (2.99 g, 15.7 mmol) according to a modification of the method described in Part D of Example 8. The reaction was not washed with 10% aqueous sodium hydroxide prior to the addition of ammonium hydroxide. After the amination reaction was stirred for two hours, 10% aqueous sodium hydroxide (25 mL) and satura... Reactants: C(C)OCC=1N(C2=C(C=NC=3C=CC=CC23)N1)CCC(=O)N (3-[2-(Ethoxymethyl)-1H-imidazo[4,5-c]quinolin-1-yl]propanamide), C1=CC(=CC(=C1)Cl)C(=O)OO (mCPBA), [OH-].[Na+] (sodium hydroxide), C([O-])(O)=O.[Na+] (sodium bicarbonate), C1(=CC=C(C=C1)S(=O)(=O)Cl)C (p-toluenesulfonyl chloride), [OH-].[NH4+] (ammonium hydroxide).